From a dataset of the Open Reaction Database (ORD), a public repository of structured organic reaction records. describe an organic reaction: reactants, conditions, products, and yield Reactants: NC=1C=C(C(=O)NC2=C(C=C(C=C2C)C(C(F)(F)F)(C(F)(F)F)F)CC)C=CC1 (3-amino-N-[2-ethyl-6-methyl-4-(1,2,2,2-tetrafluoro-1-trifluoromethyl-ethyl)-phenyl]-benzamide), S(=O)(Cl)Cl (thionyl chloride). Run in C(Cl)(Cl)(Cl)Cl (carbon tetrachloride), C(Cl)(Cl)(Cl)Cl (carbon tetrachloride). Run at temperature 50 celsius. The product is S(=O)=NC=1C=C(C(=O)NC2=C(C=C(C=C2C)C(C(F)(F)F)(C(F)(F)F)F)CC)C=CC1 (3-sulfinylamino-N-[2-ethyl-6-methyl-4-(1,2,2,2-tetrafluoro-1-trifluoromethyl-ethyl)-phenyl]-benzamide). As a reaction SMILES: [NH2:1][C:2]1[CH:3]=[C:4]([CH:27]=[CH:28][CH:29]=1)[C:5]([NH:7][C:8]1[C:13]([CH3:14])=[CH:12][C:11]([C:15]([F:24])([C:20]([F:23])([F:22])[F:21])[C:16]([F:19])([F:18])[F:17])=[CH:10][C:9]=1[CH2:25][CH3:26])=[O:6].[S:30](Cl)(Cl)=[O:31]>C(Cl)(Cl)(Cl)Cl>[S:30](=[N:1][C:2]1[CH:3]=[C:4]([CH:27]=[CH:28][CH:29]=1)[C:5]([NH:7][C:8]1[C:13]([CH3:14])=[CH:12][C:11]([C:15]([F:24])([C:20]([F:21])([F:22])[F:23])[C:16]([F:17])([F:18])[F:19])=[CH:10][C:9]=1[CH2:25][CH3:26])=[O:6])=[O:31]. Procedure: A suspension of 3-amino-N-[2-ethyl-6-methyl-4-(1,2,2,2-tetrafluoro-1-trifluoromethyl-ethyl)-phenyl]-benzamide (0.100 g, 0.237 mmol) (Example 4.1) in carbon tetrachloride (1 ml) was heated to 50° C. until it became a clear solution. A solution of thionyl chloride in carbon tetrachloride (1.68 M) (0.725 ml, 1.218 mmol) was added and the mixture was heated to 80° C. for one hour. The reaction mixture was evaporated under reduced pressure and the residue was triturated with cyclohexane. The suspensi...